From a dataset of the Open Reaction Database (ORD), a public repository of structured organic reaction records. describe an organic reaction: reactants, conditions, products, and yield Reactants: ClCC1=CC=C(C=C1)F (1-(chloromethyl)-4-fluorobenzene), CNC1=NC2=C(C=NC=C2)N1 (N-methyl-3H-imidazo[4,5-c]pyridine-2-amine), C([O-])([O-])=O.[Na+].[Na+] (sodium carbonate). Solvent: CN(C=O)C (N,N-dimethylformamide). Run at temperature 60 celsius. Yields the product FC1=CC=C(C=C1)CN1C=C2C(C=C1)=NC(=N2)NC (5-[(4-fluorophenyl)methyl]-N-methyl-5H-imidazo[4,5-c]pyridin-2-amine). As a reaction SMILES: Cl[CH2:2][C:3]1[CH:8]=[CH:7][C:6]([F:9])=[CH:5][CH:4]=1.[CH3:10][NH:11][C:12]1[NH:20][C:15]2[CH:16]=[N:17][CH:18]=[CH:19][C:14]=2[N:13]=1.C(=O)([O-])[O-].[Na+].[Na+]>CN(C)C=O>[F:9][C:6]1[CH:7]=[CH:8][C:3]([CH2:2][N:17]2[CH:18]=[CH:19][C:14]3=[N:13][C:12]([NH:11][CH3:10])=[N:20][C:15]3=[CH:16]2)=[CH:4][CH:5]=1 |f:2.3.4|. Reported procedure: A mixture of 5.6 parts of 1-(chloromethyl)-4-fluorobenzene, 5.2 parts of N-methyl-3H-imidazo[4,5-c]pyridine-2-amine, 4.2 parts of sodium carbonate and 90 parts of N,N-dimethylformamide was stirred and heated first for 3 hours at 90°-100° C. and further overnight at 60° C. The reaction mixture was poured onto water and the product was extracted four times with dichloromethane. The combined extracts were dried, filtered and evaporated. The residue was purified by column-chromatography over silica ... The reactants are ClC1=C(C(=O)O)C=CC=C1OC (2-chloro-3-methoxybenzoic acid), C1(CC1)CC(CN)C=1C=NC(=NC1)C(F)(F)F (3-cyclopropyl-2-(2-(trifluoromethyl)pyrimidin-5-yl)propan-1-amine). Product: ClC1=C(C(=O)NCC(CC2CC2)C=2C=NC(=NC2)C(F)(F)F)C=CC=C1OC (2-chloro-N-(3-cyclopropyl-2-(2-(trifluoromethyl)pyrimidin-5-yl)propyl)-3-methoxybenzamide). RXN SMILES: [Cl:1][C:2]1[C:10]([O:11][CH3:12])=[CH:9][CH:8]=[CH:7][C:3]=1[C:4]([OH:6])=O.[CH:13]1([CH2:16][CH:17]([C:20]2[CH:21]=[N:22][C:23]([C:26]([F:29])([F:28])[F:27])=[N:24][CH:25]=2)[CH2:18][NH2:19])[CH2:15][CH2:14]1>>[Cl:1][C:2]1[C:10]([O:11][CH3:12])=[CH:9][CH:8]=[CH:7][C:3]=1[C:4]([NH:19][CH2:18][CH:17]([C:20]1[CH:21]=[N:22][C:23]([C:26]([F:29])([F:28])[F:27])=[N:24][CH:25]=1)[CH2:16][CH:13]1[CH2:15][CH2:14]1)=[O:6]. Reported procedure: From 2-chloro-3-methoxybenzoic acid and 3-cyclopropyl-2-(2-(trifluoromethyl)pyrimidin-5-yl)propan-1-amine. LCMS (MH+): m/z=414.0, tR (minutes, Method F)=2.53 The reactants are [Cl-].[Na+] (sodium chloride), C(C)(C)(C)OC(=O)N1CC(CCC1)C(=O)O (1-(t-butoxycarbonyl)-3-piperidinecarboxylic acid), C(C)N=C=NCCCN(C)C (1-ethyl-3-(3-dimethylaminopropyl)-carbodiimide), C(\C=C/C)O ((Z)-but-2-en-1-ol). The reagents and catalysts are CN(C1=CC=NC=C1)C (4-dimethylaminopyridine). The solvent is O (water), C(Cl)(Cl)Cl (chloroform). Run at time 70 minute. The product is C(C)(C)(C)OC(=O)N1CC(CCC1)C(=O)OC\C=C/C (Piperidine-1,3-dicarboxylic acid 3-((Z)-but-2-enyl)ester 1-tert-butyl ester). As a reaction SMILES: [C:1]([O:5][C:6]([N:8]1[CH2:13][CH2:12][CH2:11][CH:10]([C:14]([OH:16])=[O:15])[CH2:9]1)=[O:7])([CH3:4])([CH3:3])[CH3:2].C(N=C=NCCCN(C)C)C.[CH2:28](O)/[CH:29]=[CH:30]\[CH3:31].[Cl-].[Na+]>C(Cl)(Cl)Cl.CN(C)C1C=CN=CC=1.O>[C:1]([O:5][C:6]([N:8]1[CH2:13][CH2:12][CH2:11][CH:10]([C:14]([O:16][CH2:28]/[CH:29]=[CH:30]\[CH3:31])=[O:15])[CH2:9]1)=[O:7])([CH3:4])([CH3:2])[CH3:3] |f:3.4|. Procedure: To a solution of 1-(t-butoxycarbonyl)-3-piperidinecarboxylic acid (60.0 g) and 1-ethyl-3-(3-dimethylaminopropyl)-carbodiimide (55.2 g) in chloroform (600 ml) was added 4-dimethylaminopyridine (35.2 g), and the mixture was stirred for 70 minutes. To the mixture was added (Z)-but-2-en-1-ol (26.8 ml), and the mixture was stirred at room temperature for 14 hours. To the reaction mixture were added water (300 ml) and saturated aqueous sodium chloride solution (100 ml), and the mixture was extracted w... Starting materials: B(OC(C)(C)C)([O-])[O-].[Li+].[Li+] (lithium t-butyl borate), CCCCCCCCCCC (undecane), BrC1CCCCCC1 (bromocycloheptane), [Li]C(C)(C)C (t-BuLi), CCCCC (pentane), COC1=CC=C(C=C1)B1OC(C)(C)C(C)(C)O1 (4-methoxyphenylboronic acid pinacol ester), magnesium bromide MgBr2, saturated aqueous solution, [Cl-].[NH4+] (ammonium chloride). Reagents/catalysts: [Fe](Cl)Cl (iron chloride). The solvent is CCCCCC (hexane), C1CCOC1 (THF), C1CCOC1 (THF), C1CCOC1 (THF). Reaction conditions: temperature -40 celsius, time 30 minute. Yields the product COC1=CC=C(C=C1)C1CCCCCC1 ((4-methoxyphenyl)cycloheptane), liquid. Isolated yield 97.0%. As a reaction SMILES: [Li]C(C)(C)C.CCCCC.[CH3:11][O:12][C:13]1[CH:18]=[CH:17][C:16](B2OC(C)(C)C(C)(C)O2)=[CH:15][CH:14]=1.B([O-])([O-])OC(C)(C)C.[Li+].[Li+].CCCC[CH2:42][CH2:43][CH2:44][CH2:45][CH2:46][CH2:47][CH3:48].BrC1CCCCCC1.[Cl-].[NH4+]>[Fe](Cl)Cl.CCCCCC.C1COCC1>[CH3:11][O:12][C:13]1[CH:14]=[CH:15][C:16]([CH:42]2[CH2:43][CH2:44][CH2:45][CH2:46][CH2:47][CH2:48]2)=[CH:17][CH:18]=1 |f:3.4.5,8.9|. Procedure: 1.80 M t-BuLi in pentane (0.78 mL, 1.40 mmol) was added at −40° C. to 5.0 mL of a THF solution of 4-methoxyphenylboronic acid pinacol ester (351.2 mg, 1.5 mmol). The reaction mixture was stirred at −40° C. for 30 minutes, and then stirred at 0° C. for 30 minutes. The solvent was removed at 0° C. under reduced pressure. White crystals of the residual lithium t-butyl borate were dissolved in 2.4 mL THF at 0° C. To the resulting solution of lithium t-butyl borate were added undecane (66.2 mg, 0.42 ...